This data is from the Open Reaction Database (ORD), a public repository of structured organic reaction records. The task is: describe an organic reaction: reactants, conditions, products, and yield Starting materials: ClC=1C=C(CN2C(C3=CC=CC=C3C(=N2)CC(=O)OCC)=O)C=CC1Br (ethyl 2-(3-chloro-4-bromobenzyl)-1,2-dihydro-1-oxophthalazin-4-ylacetate), [OH-].[K+] (potassium hydroxide), O (water). The solvent is C(C)O (ethanol). Yields the product ClC=1C=C(CN2C(C3=CC=CC=C3C(=N2)CC(=O)O)=O)C=CC1Br (2-(3-chloro-4-bromobenzyl)-1,2-dihydro-1-oxophthalazin-4-ylacetic acid). Yield: 59.5%. Reaction SMILES: [Cl:1][C:2]1[CH:3]=[C:4]([CH:23]=[CH:24][C:25]=1[Br:26])[CH2:5][N:6]1[N:15]=[C:14]([CH2:16][C:17]([O:19]CC)=[O:18])[C:13]2[C:8](=[CH:9][CH:10]=[CH:11][CH:12]=2)[C:7]1=[O:22].[OH-].[K+].O>C(O)C>[Cl:1][C:2]1[CH:3]=[C:4]([CH:23]=[CH:24][C:25]=1[Br:26])[CH2:5][N:6]1[N:15]=[C:14]([CH2:16][C:17]([OH:19])=[O:18])[C:13]2[C:8](=[CH:9][CH:10]=[CH:11][CH:12]=2)[C:7]1=[O:22] |f:1.2|. Reported procedure: A solution of ethyl 2-(3-chloro-4-bromobenzyl)-1,2-dihydro-1-oxophthalazin-4-ylacetate (7.0 g.) in ethanol (70 ml.) containing potassium hydroxide (7.0 g.) was heated under reflux for 30 minutes. The solution was then poured into water (250 ml.) and the aqueous solution was extracted with ether (2×150 ml.). The aqueous phase was acidified to pH 2 with concentrated hydrochloric acid. The solid which was thus precipitated was separated, washed with water, dried in vacuo and then recrystallised fro... Reactants: CCOC(=O)C(NC(=O)OC(C)(C)C)c1csc(NC(=O)CCl)n1, CCO, [K+], [OH-]. Product: CC(C)(C)OC(=O)NC(C(=O)O)c1csc(NC(=O)CCl)n1. RXN SMILES: [CH2:1]([CH3:2])[O:3][C:4]([CH:5]([c:6]1[n:7][c:8]([NH:11][C:12]([CH2:13][Cl:14])=[O:15])[s:9][cH:10]1)[NH:16][C:17](=[O:18])[O:19][C:20]([CH3:21])([CH3:22])[CH3:23])=[O:24].[CH3:27][CH2:28][OH:29].[K+:26].[OH-:25]>>[O:3]=[C:4]([CH:5]([c:6]1[n:7][c:8]([NH:11][C:12]([CH2:13][Cl:14])=[O:15])[s:9][cH:10]1)[NH:16][C:17](=[O:18])[O:19][C:20]([CH3:21])([CH3:22])[CH3:23])[OH:24]. Reactants: CC(C)(C)OC(=O)N1CCC(O)C1, C1CCOC1, Oc1ccccc1, c1ccc(P(c2ccccc2)c2ccccc2)cc1. Yields the product CC(C)(C)OC(=O)N1CCC(Oc2ccccc2)C1. Reaction SMILES: [C:1](=[O:2])([O:3][C:4]([CH3:5])([CH3:6])[CH3:7])[N:8]1[CH2:9][CH:10]([OH:13])[CH2:11][CH2:12]1.[O:40]1[CH2:41][CH2:42][CH2:43][CH2:44]1.[OH:14][c:15]1[cH:16][cH:17][cH:18][cH:19][cH:20]1.[c:21]1([P:22]([c:23]2[cH:24][cH:25][cH:26][cH:27][cH:28]2)[c:29]2[cH:30][cH:31][cH:32][cH:33][cH:34]2)[cH:35][cH:36][cH:37][cH:38][cH:39]1>>[C:1](=[O:2])([O:3][C:4]([CH3:5])([CH3:6])[CH3:7])[N:8]1[CH2:9][CH:10]([O:13][c:15]2[cH:16][cH:17][cH:18][cH:19][cH:20]2)[CH2:11][CH2:12]1.